This data is from the Open Reaction Database (ORD), a public repository of structured organic reaction records. The task is: describe an organic reaction: reactants, conditions, products, and yield Reactants: C(C)(C)(C)OC(=O)N(C)CC(=O)N([C@@H](CCCNC(N)=N)C(=O)N[C@@H](C(C)C)C(=O)N[C@@H](CC1=CC=C(C=C1)O)C(=O)O)[N+](=O)[O-] (t-butoxycarbonylsarcosylnitroarginylvalyltyrosine), Cl.COC([C@@H](NC([C@H]1N(CCC1)C([C@@H](NC([C@@H](N)[C@@H](C)CC)=O)CC1=CNC=N1)=O)=O)CO)=O (isoleucylhistidylprolylserine methyl ester hydrochloride), ON1N=NC2=C1C=CC=C2 (1-hydroxybenzotriazole), CN1CCOCC1 (N-methylmorpholine), C1(CCCCC1)N=C=NC1CCCCC1 (dicyclohexylcarbodiimide). The solvent is CN(C=O)C (dimethylformamide). Run at temperature 0 celsius, time 2 hour. Product: COC([C@@H](NC([C@H]1N(CCC1)C([C@@H](NC([C@@H](NC([C@@H](NC([C@@H](NC([C@@H](N([N+](=O)[O-])C(CN(C)C(=O)OC(C)(C)C)=O)CCCNC(N)=N)=O)C(C)C)=O)CC1=CC=C(C=C1)O)=O)[C@@H](C)CC)=O)CC1=CNC=N1)=O)=O)CO)=O (t-butoxycarbonylsarcosylnitroarginylvalyltyrosylisoleucylhistidylprolylserine methyl ester). As a reaction SMILES: [C:1]([O:5][C:6]([N:8]([CH2:10][C:11]([N:13]([N+:44]([O-:46])=[O:45])[C@H:14]([C:22]([NH:24][C@H:25]([C:29]([NH:31][C@H:32]([C:41](O)=[O:42])[CH2:33][C:34]1[CH:39]=[CH:38][C:37]([OH:40])=[CH:36][CH:35]=1)=[O:30])[CH:26]([CH3:28])[CH3:27])=[O:23])[CH2:15][CH2:16][CH2:17][NH:18][C:19](=[NH:21])[NH2:20])=[O:12])[CH3:9])=[O:7])([CH3:4])([CH3:3])[CH3:2].Cl.[CH3:48][O:49][C:50](=[O:80])[C@H:51]([CH2:78][OH:79])[NH:52][C:53](=[O:77])[C@@H:54]1[CH2:58][CH2:57][CH2:56][N:55]1[C:59](=[O:76])[C@H:60]([CH2:70][C:71]1[N:75]=[CH:74][NH:73][CH:72]=1)[NH:61][C:62](=[O:69])[C@H:63]([C@H:65]([CH2:67][CH3:68])[CH3:66])[NH2:64].ON1C2C=CC=CC=2N=N1.CN1CCOCC1.C1(N=C=NC2CCCCC2)CCCCC1>CN(C)C=O>[CH3:48][O:49][C:50](=[O:80])[C@H:51]([CH2:78][OH:79])[NH:52][C:53](=[O:77])[C@@H:54]1[CH2:58][CH2:57][CH2:56][N:55]1[C:59](=[O:76])[C@H:60]([CH2:70][C:71]1[N:75]=[CH:74][NH:73][CH:72]=1)[NH:61][C:62](=[O:69])[C@H:63]([C@H:65]([CH2:67][CH3:68])[CH3:66])[NH:64][C:41](=[O:42])[C@H:32]([CH2:33][C:34]1[CH:35]=[CH:36][C:37]([OH:40])=[CH:38][CH:39]=1)[NH:31][C:29](=[O:30])[C@H:25]([CH:26]([CH3:27])[CH3:28])[NH:24][C:22](=[O:23])[C@H:14]([CH2:15][CH2:16][CH2:17][NH:18][C:19](=[NH:20])[NH2:21])[N:13]([C:11](=[O:12])[CH2:10][N:8]([C:6]([O:5][C:1]([CH3:2])([CH3:3])[CH3:4])=[O:7])[CH3:9])[N+:44]([O-:46])=[O:45] |f:1.2|. Procedure: 9.8 g of t-butoxycarbonylsarcosylnitroarginylvalyltyrosine and 7.6 g of isoleucylhistidylprolylserine methyl ester hydrochloride are dissolved in 100 ml of dimethylformamide. The solution is cooled to 0° C. To the solution is added 2.03 g of 1-hydroxybenzotriazole, 1.7 ml of N-methylmorpholine and 4.64 g of dicyclohexylcarbodiimide. The reaction mixture is stirred for two hours at 0° C. and then is allowed to stand at 4° C. for sixteen hours. Dicyclohexylurea is filtered from the reaction mixtur... The reactants are FC(C=1C=CC(=NC1)S)(F)F (5-trifluoromethyl-pyridine-2-thiol), FC1=CC=C(C=O)C=C1 (4-fluorobenzaldehyde), C(=O)([O-])[O-].[K+].[K+] (K2CO3). The solvent is CN(C)C=O (DMF). Conditions: temperature 110 celsius. The product is FC(C=1C=CC(=NC1)SC1=CC=C(C=O)C=C1)(F)F (4-(5-Trifluoromethyl-pyridin-2-ylsulfanyl)-benzaldehyde). Isolated yield 86.6%. Reaction SMILES: [F:1][C:2]([F:11])([F:10])[C:3]1[CH:4]=[CH:5][C:6]([SH:9])=[N:7][CH:8]=1.F[C:13]1[CH:20]=[CH:19][C:16]([CH:17]=[O:18])=[CH:15][CH:14]=1.C([O-])([O-])=O.[K+].[K+]>CN(C=O)C>[F:11][C:2]([F:1])([F:10])[C:3]1[CH:4]=[CH:5][C:6]([S:9][C:13]2[CH:20]=[CH:19][C:16]([CH:17]=[O:18])=[CH:15][CH:14]=2)=[N:7][CH:8]=1 |f:2.3.4|. Procedure: A mixture of 5-trifluoromethyl-pyridine-2-thiol (6.99 g, 39.0 mmol), 4-fluorobenzaldehyde (4.79 g, 38.6 mmol), anhydrous K2CO3 (8.16 g, 59.1 mmol) and DMF (70 mL) was heated at 110° C. for 18 h. The mixture was cooled to room temperature and partitioned between MTBE and water. The phases were separated. The organic extracts were combined, dried over Na2SO4, filtered and evaporated to give a crude product which was purified by flash column chromatography (eluent: 5% MTBE in petroleum ether). Evap... The reactants are O=C([O-])[O-], Cc1ccccc1, CN(C)C=O, O=C(NC1CCNCC1)c1c[nH]c2ccc(F)cc12, [K+], [K+], O, BrCCc1ccccc1. As a reaction SMILES: [C:29](=[O:30])([O-:31])[O-:32].[CH3:36][c:37]1[cH:38][cH:39][cH:40][cH:41][cH:42]1.[CH3:43][N:44]([CH3:45])[CH:46]=[O:47].[F:1][c:2]1[cH:3][c:4]2[c:5]([C:11](=[O:12])[NH:13][CH:14]3[CH2:15][CH2:16][NH:17][CH2:18][CH2:19]3)[cH:6][nH:7][c:8]2[cH:9][cH:10]1.[K+:33].[K+:34].[OH2:35].[c:20]1([CH2:26][CH2:27][Br:28])[cH:21][cH:22][cH:23][cH:24][cH:25]1>>[F:1][c:2]1[cH:3][c:4]2[c:5]([C:11](=[O:12])[NH:13][CH:14]3[CH2:15][CH2:16][N:17]([CH2:27][CH2:26][c:20]4[cH:21][cH:22][cH:23][cH:24][cH:25]4)[CH2:18][CH2:19]3)[cH:6][nH:7][c:8]2[cH:9][cH:10]1. The product is O=C(NC1CCN(CCc2ccccc2)CC1)c1c[nH]c2ccc(F)cc12. The reactants are [Br-].COCCC[P+](C1=CC=CC=C1)(C1=CC=CC=C1)C1=CC=CC=C1 (3-methoxypropyltriphenylphosphonium bromide), C[Si](C)(C)[N-][Si](C)(C)C.[Na+] (sodium bis(trimethylsilyl)amide), BrC1=CC=C(C(C=O)=C1)OC (5-bromo-o-anisaldehyde), [Cl-].[NH4+] (ammonium chloride). Solvent: O1CCCC1 (tetrahydrofuran), O1CCCC1 (tetrahydrofuran). Run at time 45 minute. The product is COC1=C(C=C(C=C1)Br)CC=CCOC (4-Methoxy-3-(4-methoxy-2-butenyl)-bromobenzene). Reaction SMILES: [Br-].[CH3:2][O:3][CH2:4][CH2:5][CH2:6][P+](C1C=CC=CC=1)(C1C=CC=CC=1)C1C=CC=CC=1.C[Si]([N-][Si](C)(C)C)(C)C.[Na+].[Br:36][C:37]1[CH:44]=[C:41]([CH:42]=O)[C:40]([O:45][CH3:46])=[CH:39][CH:38]=1.[Cl-].[NH4+]>O1CCCC1>[CH3:46][O:45][C:40]1[CH:39]=[CH:38][C:37]([Br:36])=[CH:44][C:41]=1[CH2:42][CH:6]=[CH:5][CH2:4][O:3][CH3:2] |f:0.1,2.3,5.6|. Procedure: 251.1 g of 3-methoxypropyltriphenylphosphonium bromide are added to a solution, stirred at 5°, of 110.8 g of sodium bis(trimethylsilyl)amide in 1200 ml of tetrahydrofuran. The reaction mixture is further stirred for 45 minutes at 0° and then a solution of 100 g of 5-bromo-o-anisaldehyde in 1000 ml of tetrahydrofuran is added dropwise thereto. The reaction mixture is stirred for a further 1 hour at 0°. Then, at 0° C., 1 litre of a saturated ammonium chloride solution is added dropwise. After conc... Reactants: ClC=1C=C(C=CC1Cl)C1(CN(CC1)C(C1=CC(=C(C(=C1)OC)OC)OC)=O)CCCCS(=O)(=O)[O-] (3-[3-(3,4-dichloro-phenyl)-1-(3,4,5-trimethoxy-benzoyl)-pyrrolidin-3-yl]-propyl-methanesulfonate), Cl.C1(=CC=CC=C1)C1(CCNCC1)C(=O)N (4-phenyl-piperidine-4-carboxylic acid amide hydrochloride). Yields the product ClC=1C=C(C=CC1Cl)C1(CN(CC1)C(C1=CC(=C(C(=C1)OC)OC)OC)=O)CCCN1CCC(CC1)(C(=O)N)C1=CC=CC=C1 (1-[3-[3-(3,4-dichloro-phenyl)-1-(3,4,5-trimethoxy-benzoyl)-pyrrolidin-3-yl]-propyl]-4-phenyl-piperidine-4-carboxylic acid amide). Reaction SMILES: [Cl:1][C:2]1[CH:3]=[C:4]([C:9]2([CH2:28][CH2:29][CH2:30]CS([O-])(=O)=O)[CH2:13][CH2:12][N:11]([C:14](=[O:27])[C:15]3[CH:20]=[C:19]([O:21][CH3:22])[C:18]([O:23][CH3:24])=[C:17]([O:25][CH3:26])[CH:16]=3)[CH2:10]2)[CH:5]=[CH:6][C:7]=1[Cl:8].Cl.[C:37]1([C:43]2([C:49]([NH2:51])=[O:50])[CH2:48][CH2:47][NH:46][CH2:45][CH2:44]2)[CH:42]=[CH:41][CH:40]=[CH:39][CH:38]=1>>[Cl:1][C:2]1[CH:3]=[C:4]([C:9]2([CH2:28][CH2:29][CH2:30][N:46]3[CH2:45][CH2:44][C:43]([C:37]4[CH:38]=[CH:39][CH:40]=[CH:41][CH:42]=4)([C:49]([NH2:51])=[O:50])[CH2:48][CH2:47]3)[CH2:13][CH2:12][N:11]([C:14](=[O:27])[C:15]3[CH:20]=[C:19]([O:21][CH3:22])[C:18]([O:23][CH3:24])=[C:17]([O:25][CH3:26])[CH:16]=3)[CH2:10]2)[CH:5]=[CH:6][C:7]=1[Cl:8] |f:1.2|. Reported procedure: Prepare according to the method of example 3.3 using 3-[3-(3,4-dichloro-phenyl)-1-(3,4,5-trimethoxy-benzoyl)-pyrrolidin-3-yl]-propyl-methanesulfonate (5 mmol) and 4-phenyl-piperidine-4-carboxylic acid amide hydrochloride (7.5 mmol, 1.5 eq.). Chromatograph on silica gel to give the title compound.